Dataset: the Open Reaction Database (ORD), a public repository of structured organic reaction records. Task: describe an organic reaction: reactants, conditions, products, and yield Starting materials: COC=1C=C(CC2N(CCC3=CC(=C(C=C23)O)OC)CC(=O)NCC2=CC=CC=C2)C=CC1OC (2-[1-(3,4-dimethoxy-benzyl)-7-hydroxy-6-methoxy-3,4-dihydro-1H-isoquinolin-2-yl]-N-benzyl-acetamide), C(CC)Br (propyl bromide). Yields the product COC=1C=C(CC2N(CCC3=CC(=C(C=C23)OCCC)OC)CC(=O)NCC2=CC=CC=C2)C=CC1OC (2-[1-(3,4-dimethoxy-benzyl)-7-propoxy-6-methoxy-3,4-dihydro-1H-isoquinolin-2-yl]-N-benzyl-acetamide). RXN SMILES: [CH3:1][O:2][C:3]1[CH:4]=[C:5]([CH:31]=[CH:32][C:33]=1[O:34][CH3:35])[CH2:6][CH:7]1[C:16]2[C:11](=[CH:12][C:13]([O:18][CH3:19])=[C:14]([OH:17])[CH:15]=2)[CH2:10][CH2:9][N:8]1[CH2:20][C:21]([NH:23][CH2:24][C:25]1[CH:30]=[CH:29][CH:28]=[CH:27][CH:26]=1)=[O:22].[CH2:36](Br)[CH2:37][CH3:38]>>[CH3:1][O:2][C:3]1[CH:4]=[C:5]([CH:31]=[CH:32][C:33]=1[O:34][CH3:35])[CH2:6][CH:7]1[C:16]2[C:11](=[CH:12][C:13]([O:18][CH3:19])=[C:14]([O:17][CH2:36][CH2:37][CH3:38])[CH:15]=2)[CH2:10][CH2:9][N:8]1[CH2:20][C:21]([NH:23][CH2:24][C:25]1[CH:30]=[CH:29][CH:28]=[CH:27][CH:26]=1)=[O:22]. Reported procedure: prepared by reaction of 2-[1-(3,4-dimethoxy-benzyl)-7-hydroxy-6-methoxy-3,4-dihydro-1H-isoquinolin-2-yl]-N-benzyl-acetamide with propyl bromide Reactants: C([O-])([O-])=O.[Na+].[Na+] (sodium carbonate), N\C=C/C(C(F)(F)F)=O ((Z)-4-amino-1,1,1-trifluorobut-3-en-2-one), C1(CC1)C(CC(=O)OC)=O (methyl 3-cyclopropyl-3-oxopropanoate), C(=O)(C(F)(F)F)O (TFA), C1(=CC=CC=C1)C (toluene). Solvent: CCOC(=O)C (EtOAc). The product is C1(CC1)C1=C(C(=O)OC)C=CC(=N1)C(F)(F)F (methyl 2-cyclopropyl-6-(trifluoromethyl)nicotinate). As a reaction SMILES: [NH2:1]/C=C\C(=O)C(F)(F)F.[CH:10]1([C:13](=O)[CH2:14][C:15]([O:17][CH3:18])=[O:16])[CH2:12][CH2:11]1.[C:20](O)([C:22]([F:25])([F:24])[F:23])=O.C(=O)([O-])[O-].[Na+].[Na+].[C:33]1([CH3:39])C=CC=CC=1>CCOC(C)=O>[CH:10]1([C:13]2[N:1]=[C:20]([C:22]([F:25])([F:24])[F:23])[CH:39]=[CH:33][C:14]=2[C:15]([O:17][CH3:18])=[O:16])[CH2:12][CH2:11]1 |f:3.4.5|. Procedure: To a stirring solution of (Z)-4-amino-1,1,1-trifluorobut-3-en-2-one (3 g, 21.58 mmol) and methyl 3-cyclopropyl-3-oxopropanoate (3.7 g, 26.03 mmol) in toluene (20 mL) at room temperature under argon was added TFA (2.96 g, 25.92 mmol). The reaction mixture was stirred at reflux for 10 h. The reaction mixture was then cooled to room temperature and concentrated under vacuum to obtain a gum. EtOAc (50 mL) and 15% aqueous sodium carbonate solution (50 mL) were added, and the resulting mixture was sti...